From a dataset of the Open Reaction Database (ORD), a public repository of structured organic reaction records. describe an organic reaction: reactants, conditions, products, and yield Starting materials: Cl.ClCC1=NC2=CC=CC=C2C=C1 (2-(chloromethyl)quinoline hydrochloride), C([O-])([O-])=O.[K+].[K+] (potassium carbonate), C1(=CC=CC=C1)C(CCN1CCNCCC1)C1=CC=CC=C1 (1-(3,3-diphenylpropyl)homopiperazine). The solvent is C(C)O (ethanol). Run at temperature 70 celsius, time 14 hour. Product: C1(=CC=CC=C1)C(CCN1CCN(CCC1)CC1=NC2=CC=CC=C2C=C1)C1=CC=CC=C1 (1-(3,3-Diphenylpropyl)-4-(2-quinolylmethyl)homopiperazine). As a reaction SMILES: [C:1]1([CH:7]([C:17]2[CH:22]=[CH:21][CH:20]=[CH:19][CH:18]=2)[CH2:8][CH2:9][N:10]2[CH2:16][CH2:15][CH2:14][NH:13][CH2:12][CH2:11]2)[CH:6]=[CH:5][CH:4]=[CH:3][CH:2]=1.Cl.Cl[CH2:25][C:26]1[CH:35]=[CH:34][C:33]2[C:28](=[CH:29][CH:30]=[CH:31][CH:32]=2)[N:27]=1.C(=O)([O-])[O-].[K+].[K+]>C(O)C>[C:17]1([CH:7]([C:1]2[CH:2]=[CH:3][CH:4]=[CH:5][CH:6]=2)[CH2:8][CH2:9][N:10]2[CH2:16][CH2:15][CH2:14][N:13]([CH2:25][C:26]3[CH:35]=[CH:34][C:33]4[C:28](=[CH:29][CH:30]=[CH:31][CH:32]=4)[N:27]=3)[CH2:12][CH2:11]2)[CH:22]=[CH:21][CH:20]=[CH:19][CH:18]=1 |f:1.2,3.4.5|. Procedure: The resulting 1-(3,3-diphenylpropyl)homopiperazine was dissolved in 3 mL of ethanol, mixed with 228 mg of 2-(chloromethyl)quinoline hydrochloride and 141 mg of potassium carbonate, and stirred at 70° C. for 14 hours. The mixture was cooled to room temperature and the ethanol was removed under reduced pressure, 20 mL of aqueous 2N sodium hydroxide was added and the mixture was extracted with 20 mL×2 of ethyl acetate. The organic layers were combined, washed with 20 mL of saturated aqueous sodium ... Starting materials: CCOC(=N)c1cc2c(s1)CC(C(=O)OCC)CC2, CCO, Cl, N. The product is CCOC(=O)C1CCc2cc(C(=N)N)sc2C1, Cl. RXN SMILES: [CH2:2]([CH3:3])[O:4][C:5](=[O:6])[CH:7]1[CH2:8][CH2:9][c:10]2[c:11]([s:12][c:13]([C:15](=[NH:16])[O:17][CH2:18][CH3:19])[cH:14]2)[CH2:20]1.[CH3:22][CH2:23][OH:24].[ClH:1].[NH3:21]>>[CH2:2]([CH3:3])[O:4][C:5](=[O:6])[CH:7]1[CH2:8][CH2:9][c:10]2[c:11]([s:12][c:13]([C:15](=[NH:16])[NH2:21])[cH:14]2)[CH2:20]1.[ClH:1]. Starting materials: O (H2O), BrC1=C(C=CC(=C1)C(C)C)N(C1=NC(=CC(=N1)C)CO)CC (N-(2-bromo-4-(1-methylethyl)phenyl)-N-ethyl-4-m ethyl-6-(hydroxymethyl)-2-pyrimidinamine), [H-].[Na+] (sodium hydride), IC (iodomethane). Run in C1CCOC1 (THF). Yields the product BrC1=C(C=CC(=C1)C(C)C)N(C1=NC(=CC(=N1)C)COC)CC (N-(2-bromo-4-(1-methylethyl)phenyl)-N-ethyl-4-methyl-6-(methoxymethyl)-2-pyrimidinamine). As a reaction SMILES: [Br:1][C:2]1[CH:7]=[C:6]([CH:8]([CH3:10])[CH3:9])[CH:5]=[CH:4][C:3]=1[N:11]([CH2:21][CH3:22])[C:12]1[N:17]=[C:16]([CH3:18])[CH:15]=[C:14]([CH2:19][OH:20])[N:13]=1.[H-].[Na+].I[CH3:26].O>C1COCC1>[Br:1][C:2]1[CH:7]=[C:6]([CH:8]([CH3:9])[CH3:10])[CH:5]=[CH:4][C:3]=1[N:11]([CH2:21][CH3:22])[C:12]1[N:17]=[C:16]([CH3:18])[CH:15]=[C:14]([CH2:19][O:20][CH3:26])[N:13]=1 |f:1.2|. Procedure details: To the product of Example 24 and sodium hydride (1.1 eq.) in dry THF under nitrogen was added iodomethane (1.1 eq.) and after four hours the reaction was poured into H2O and extracted three times with CHCl3. The combined extracts were dried over MgSO4, filtered, and evaporated under vacuum. The material was purified by chromatography on silica gel using 10% EtOAc in hexanes to give a light yellow oil. (Rf=0.37) The reactants are N1CCNCC1 (piperazine), ClC1=NC(=C(CCC(=O)OCC)C=C1F)NC1=C(C=C(C=C1)F)F (ethyl 2-[6-chloro-2-(2,4-difluorophenylamino)-5-fluoronicotinyl]acetate), C(Cl)(Cl)Cl (chloroform), O (water). The solvent is C(C)O (ethanol), CCCCCC (n-hexane). Product: FC1=C(C=CC(=C1)F)NC1=C(CCC(=O)OCC)C=C(C(=N1)N1CCNCC1)F (ethyl 2-[2-(2,4-difluorophenylamino)-5-fluoro-6-(1-piperazinyl)nicotinyl]acetate). Yield: 41.0%. As a reaction SMILES: [NH:1]1[CH2:6][CH2:5][NH:4][CH2:3][CH2:2]1.Cl[C:8]1[C:20]([F:21])=[CH:19][C:11]([CH2:12][CH2:13][C:14]([O:16][CH2:17][CH3:18])=[O:15])=[C:10]([NH:22][C:23]2[CH:28]=[CH:27][C:26]([F:29])=[CH:25][C:24]=2[F:30])[N:9]=1.C(Cl)(Cl)Cl.O>C(O)C.CCCCCC>[F:30][C:24]1[CH:25]=[C:26]([F:29])[CH:27]=[CH:28][C:23]=1[NH:22][C:10]1[N:9]=[C:8]([N:1]2[CH2:6][CH2:5][NH:4][CH2:3][CH2:2]2)[C:20]([F:21])=[CH:19][C:11]=1[CH2:12][CH2:13][C:14]([O:16][CH2:17][CH3:18])=[O:15]. Reported procedure: In 1.5 ml of ethanol was dissolved 140 mg of anhydrous piperazine, and to the resulting solution was added 150 mg of ethyl 2-[6-chloro-2-(2,4-difluorophenylamino)-5-fluoronicotinyl]acetate in portions, and the resulting mixture was subjected to reaction at room temperature for 30 minutes. Subsequently, the reaction mixture was added to a mixture of 5 ml of chloroform and 5 ml of water, and the organic layer was separated, washed successively with 3 ml of water and 3 ml of saturated aqueous sodiu... The yield is 32.2%. Product: CC=1N(C=2C(=NC=C(C2)C=2C=CC3=C(CN(CCO3)C(=O)OC(C)(C)C)C2)N1)C(=O)OCC(C)C (1,1-dimethylethyl 7-(2-methyl-1-{[(2-methylpropyl)oxy]carbonyl}-1H-imidazo[4,5-b]pyridine-6-yl)-2,3-dihydro-1,4-benzoxazepine-4(5H)carboxylate). Conditions: temperature 95 celsius, time 29 hour. Reported procedure: A mixture of isobutyl 6-bromo-2-methyl-1H-imidazo[4,5-b]pyridine-1-carboxylate (2.2 g, 7.1 mmol) (reagent preparation 19), (4-{[(1,1-dimethylethyl)oxy]carbonyl}-2,3,4,5-tetrahydro-1,4-benzoxazepin-7-yl)boronic acid (2.7 g, 9.2 mmol, example 1, step 2), potassium acetate (2.8 g, 28.3 mmol), and dichloro[1,1-bis(diphenylphosphino]-ferrocenepalladium (II) dichloromethane adduct (0.78 g, 1.1 mmol) in dioxane (50 ml) was stirred at 95° C. under nitrogen for 29 h. The mixture was cooled to room temper... Run in O1CCOCC1 (dioxane). Starting materials: BrC=1C=C2C(=NC1)N=C(N2C(=O)OCC(C)C)C (isobutyl 6-bromo-2-methyl-1H-imidazo[4,5-b]pyridine-1-carboxylate), CC(C)(C)OC(=O)N1CCOC2=C(C1)C=C(C=C2)B(O)O ((4-{[(1,1-dimethylethyl)oxy]carbonyl}-2,3,4,5-tetrahydro-1,4-benzoxazepin-7-yl)boronic acid), C(C)(=O)[O-].[K+] (potassium acetate). Reagents/catalysts: C1=CC=C(C=C1)P([C-]2C=CC=C2)C3=CC=CC=C3.C1=CC=C(C=C1)P([C-]2C=CC=C2)C3=CC=CC=C3.Cl[Pd]Cl.[Fe+2] (dichloro[1,1′-bis(diphenylphosphino)ferrocene]palladium). RXN SMILES: Br[C:2]1[CH:3]=[C:4]2[N:10]([C:11]([O:13][CH2:14][CH:15]([CH3:17])[CH3:16])=[O:12])[C:9]([CH3:18])=[N:8][C:5]2=[N:6][CH:7]=1.[CH3:19][C:20]([O:23][C:24]([N:26]1[CH2:32][C:31]2[CH:33]=[C:34](B(O)O)[CH:35]=[CH:36][C:30]=2[O:29][CH2:28][CH2:27]1)=[O:25])([CH3:22])[CH3:21].C([O-])(=O)C.[K+]>O1CCOCC1.C1C=CC(P(C2C=CC=CC=2)[C-]2C=CC=C2)=CC=1.C1C=CC(P(C2C=CC=CC=2)[C-]2C=CC=C2)=CC=1.Cl[Pd]Cl.[Fe+2]>[CH3:18][C:9]1[N:10]([C:11]([O:13][CH2:14][CH:15]([CH3:17])[CH3:16])=[O:12])[C:4]2[C:5]([N:8]=1)=[N:6][CH:7]=[C:2]([C:34]1[CH:35]=[CH:36][C:30]3[O:29][CH2:28][CH2:27][N:26]([C:24]([O:23][C:20]([CH3:21])([CH3:19])[CH3:22])=[O:25])[CH2:32][C:31]=3[CH:33]=1)[CH:3]=2 |f:2.3,5.6.7.8|. The product is ClC1=NC(=CN=C1)OCCC1=CC=C(C=C1)OC (2-Chloro-6-[2-(4-methoxyphenyl)ethoxy]pyrazine). As a reaction SMILES: [CH3:1][O:2][C:3]1[CH:11]=[CH:10][C:6]([CH2:7][CH2:8][OH:9])=[CH:5][CH:4]=1.[Cl:12][C:13]1[CH:18]=[N:17][CH:16]=[C:15](Cl)[N:14]=1>>[Cl:12][C:13]1[CH:18]=[N:17][CH:16]=[C:15]([O:9][CH2:8][CH2:7][C:6]2[CH:10]=[CH:11][C:3]([O:2][CH3:1])=[CH:4][CH:5]=2)[N:14]=1. Starting materials: COC1=CC=C(CCO)C=C1 (4-methoxyphenethyl alcohol), K-t-BuO, ClC1=NC(=CN=C1)Cl (2,6-dichloropyrazine). Procedure details: The title compound was prepared according to the procedure of example 50, step 1, starting from 4-methoxyphenethyl alcohol (1.99 g, 13.1 mmol), K-t-BuO (1.34 g, 12.0 mmol) and 2,6-dichloropyrazine (1.56 g, 10.5 mmol). The yield of the title compound was 2.14 g (77%) and was obtained as a white solid. Anal. (C13H13ClN2O2) C, H, N. Starting materials: C(C)C(/C=C/C=C(/CC)\C=1C=C(OCC=2C=C(C(C(=O)OC)=CC2)C(=O)OC)C=CC1)(CC)O (dimethyl 4-[3-((1Z,3E)-5-ethyl-5-hydroxy-1-ethylhepta-1,3-dienyl)phenoxymethyl]phthalate), [BH4-].[Li+] (lithium borohydride). The product is OCC=1C=C(COC=2C=C(C=CC2)\C(=C/C=C/C(CC)(O)CC)\CC)C=CC1CO ((4E,6Z)-7-[3-(3,4-bis-Hydroxymethylbenzyloxy)phenyl]-3-ethylnona-4,6-dien-3-ol). Reaction SMILES: [CH2:1]([C:3]([OH:34])([CH2:32][CH3:33])/[CH:4]=[CH:5]/[CH:6]=[C:7](\[C:10]1[CH:11]=[C:12]([CH:29]=[CH:30][CH:31]=1)[O:13][CH2:14][C:15]1[CH:16]=[C:17]([C:25](OC)=[O:26])[C:18](=[CH:23][CH:24]=1)[C:19](OC)=[O:20])/[CH2:8][CH3:9])[CH3:2].[BH4-].[Li+]>>[OH:26][CH2:25][C:17]1[CH:16]=[C:15]([CH:24]=[CH:23][C:18]=1[CH2:19][OH:20])[CH2:14][O:13][C:12]1[CH:11]=[C:10](/[C:7](/[CH2:8][CH3:9])=[CH:6]\[CH:5]=[CH:4]\[C:3]([CH2:32][CH3:33])([OH:34])[CH2:1][CH3:2])[CH:31]=[CH:30][CH:29]=1 |f:1.2|. Procedure: In a manner similar to Example 53(e), by reacting 72 mg (0.15 mmol) of dimethyl 4-[3-((1Z,3E)-5-ethyl-5-hydroxy-1-ethylhepta-1,3-dienyl)phenoxymethyl]phthalate (prepared in a manner similar to Examples 66(a-b)) with 10 mg (0.46 mmol) of lithium borohydride, a colourless oil is obtained (m=62 mg; Y=100%). Reactants: CC([C@H](C(=O)OC)N1C(C2=CC=C(C=C2C1)C1=CC=C(C=C1)NC(=O)NC1=CC(=CC=C1)C(F)(F)F)=O)C ((R)-Methyl 3-methyl-2-(1-oxo-5-(4-(3-(3-(trifluoromethyl)phenyl)ureido)phenyl)isoindolin-2-yl)butanoate), BrC=1C=C2CN(C(C2=CC1)=O)C1(CCCC1)C(=O)OC (Methyl 1-(5-bromo-1-oxoisoindolin-2-yl)cyclopentanecarboxylate), CC1(OB(OC1(C)C)C1=CC=C(C=C1)NC(=O)NC1=CC(=CC=C1)C(F)(F)F)C (1-(4-(4,4,5,5-Tetramethyl-1,3,2-dioxaborolan-2-yl)phenyl)-3-(3-(trifluoro methyl)phenyl)urea). Reagents/catalysts: C1=CC=C(C=C1)P([C-]2C=CC=C2)C3=CC=CC=C3.C1=CC=C(C=C1)P([C-]2C=CC=C2)C3=CC=CC=C3.Cl[Pd]Cl.[Fe+2] (Pd(dppf)Cl2). Solvent: C(Cl)Cl (CH2Cl2). Yields the product O=C1N(CC2=CC(=CC=C12)C1=CC=C(C=C1)NC(=O)NC1=CC(=CC=C1)C(F)(F)F)C1(CCCC1)C(=O)OC (Methyl 1-(1-oxo-5-(4-(3-(3-(trifluoromethyl)phenyl)ureido)phenyl)isoindolin-2-yl)cyclopentanecarboxylate). RXN SMILES: [CH3:1][CH:2](C)[C@@H:3]([N:8]1[CH2:16][C:15]2[C:10](=[CH:11][CH:12]=[C:13]([C:17]3[CH:22]=[CH:21][C:20]([NH:23][C:24]([NH:26][C:27]4[CH:32]=[CH:31][CH:30]=[C:29]([C:33]([F:36])([F:35])[F:34])[CH:28]=4)=[O:25])=[CH:19][CH:18]=3)[CH:14]=2)[C:9]1=[O:37])[C:4]([O:6][CH3:7])=[O:5].Br[C:40]1C=C2C(=C[CH:48]=1)C(=O)N(C1(C(OC)=O)CCCC1)C2.CC1(C)C(C)(C)OB(C2C=CC(NC(NC3C=CC=C(C(F)(F)F)C=3)=O)=CC=2)O1>C1C=CC(P(C2C=CC=CC=2)[C-]2C=CC=C2)=CC=1.C1C=CC(P(C2C=CC=CC=2)[C-]2C=CC=C2)=CC=1.Cl[Pd]Cl.[Fe+2].C(Cl)Cl>[O:37]=[C:9]1[C:10]2[C:15](=[CH:14][C:13]([C:17]3[CH:18]=[CH:19][C:20]([NH:23][C:24]([NH:26][C:27]4[CH:32]=[CH:31][CH:30]=[C:29]([C:33]([F:35])([F:36])[F:34])[CH:28]=4)=[O:25])=[CH:21][CH:22]=3)=[CH:12][CH:11]=2)[CH2:16][N:8]1[C:3]1([C:4]([O:6][CH3:7])=[O:5])[CH2:48][CH2:40][CH2:1][CH2:2]1 |f:3.4.5.6|. Reported procedure: The compound of example 369 was prepared analogous to compound of example 360 by reaction of the compound of example 368, compound of example 357 and Pd(dppf)Cl2: CH2Cl2. Starting materials: CS (methylmercaptan), ClC1=CC=C(C=C1)C=C(C(C(C)(C)C)=O)N1N=CN=C1 (1-(4-chloro-phenyl)-4,4-dimethyl-2-(1,2,4-triazol-1-yl)-pent-1-en-3-one). Reagents/catalysts: C[O-].[Na+] (sodium methylate). Solvent: C(C)O (ethanol). Product: ClC1=CC=C(C=C1)C(C(C(C(C)(C)C)=O)N1N=CN=C1)SC (1-(4-chlorophenyl)-4,4-dimethyl-1-methylthio-2-(1,2,4-triazol-1-yl)-pentan-3-one). Isolated yield 66.6%. Reaction SMILES: [CH3:1][SH:2].[Cl:3][C:4]1[CH:9]=[CH:8][C:7]([CH:10]=[C:11]([N:18]2[CH:22]=[N:21][CH:20]=[N:19]2)[C:12](=[O:17])[C:13]([CH3:16])([CH3:15])[CH3:14])=[CH:6][CH:5]=1>C(O)C.C[O-].[Na+]>[Cl:3][C:4]1[CH:9]=[CH:8][C:7]([CH:10]([S:2][CH3:1])[CH:11]([N:18]2[CH:22]=[N:21][CH:20]=[N:19]2)[C:12](=[O:17])[C:13]([CH3:16])([CH3:15])[CH3:14])=[CH:6][CH:5]=1 |f:3.4|. Procedure details: 10 g (0.2 mol) of methylmercaptan were introduced into a solution of 0.5 g (9 millimol) of sodium methylate in 300 ml of ethanol. 47 g (0.16 mol) of 1-(4-chloro-phenyl)-4,4-dimethyl-2-(1,2,4-triazol-1-yl)-pent-1-en-3-one (E isomer) were introduced into this solution. The initially clear solution soon changed to a thick crystal slurry. The crystals were filtered off, washed with diisopropyl ether and with ethanol, and dried. 36 g (66.6% of theory) of 1-(4-chlorophenyl)-4,4-dimethyl-1-methylthio-2...